From a dataset of the Open Reaction Database (ORD), a public repository of structured organic reaction records. describe an organic reaction: reactants, conditions, products, and yield The reactants are CN(C)CCN1CCCc2cc(N)cc(F)c21, CCO, I, [Na+], [Na+], O=C([O-])[O-], O, CSC(=N)c1cccs1. The product is CN(C)CCN1CCCc2cc(NC(=N)c3cccs3)cc(F)c21. RXN SMILES: [CH3:1][N:2]([CH2:3][CH2:4][N:5]1[CH2:6][CH2:7][CH2:8][c:9]2[cH:10][c:11]([NH2:16])[cH:12][c:13]([F:15])[c:14]21)[CH3:17].[CH3:28][CH2:29][OH:30].[IH:18].[Na+:32].[Na+:33].[O-:34][C:35](=[O:36])[O-:37].[OH2:31].[s:19]1[c:20]([C:24](=[NH:25])[S:26][CH3:27])[cH:21][cH:22][cH:23]1>>[CH3:1][N:2]([CH2:3][CH2:4][N:5]1[CH2:6][CH2:7][CH2:8][c:9]2[cH:10][c:11]([NH:16][C:24]([c:20]3[s:19][cH:23][cH:22][cH:21]3)=[NH:25])[cH:12][c:13]([F:15])[c:14]21)[CH3:17]. Reactants: CNC, COc1cc(Cl)cc(C(=O)Nc2ccc(Cl)cn2)c1NC(=O)c1scc(Cc2noc(C(Cl)(Cl)Cl)n2)c1Cl, CN(C)C=O, O. Yields the product COc1cc(Cl)cc(C(=O)Nc2ccc(Cl)cn2)c1NC(=O)c1scc(Cc2noc(N(C)C)n2)c1Cl. RXN SMILES: [CH3:1][NH:2][CH3:3].[Cl:4][c:5]1[cH:6][cH:7][c:8]([NH:11][C:12]([c:13]2[c:14]([NH:22][C:23](=[O:24])[c:25]3[s:26][cH:27][c:28]([CH2:31][c:32]4[n:33][o:34][c:35]([C:37]([Cl:38])([Cl:39])[Cl:40])[n:36]4)[c:29]3[Cl:30])[c:15]([O:20][CH3:21])[cH:16][c:17]([Cl:19])[cH:18]2)=[O:41])[n:9][cH:10]1.[O:43]=[CH:44][N:45]([CH3:46])[CH3:47].[OH2:42]>>[CH3:1][N:2]([CH3:3])[c:35]1[o:34][n:33][c:32]([CH2:31][c:28]2[cH:27][s:26][c:25]([C:23]([NH:22][c:14]3[c:13]([C:12]([NH:11][c:8]4[cH:7][cH:6][c:5]([Cl:4])[cH:10][n:9]4)=[O:41])[cH:18][c:17]([Cl:19])[cH:16][c:15]3[O:20][CH3:21])=[O:24])[c:29]2[Cl:30])[n:36]1. Starting materials: CC1(OC2=C(C(N1)=O)C=C(C=C2)OCC(C)=O)C (2,3-dihydro-2,2-dimethyl-6-(2-oxopropoxy)-4H-1,3-benzoxazin-4-one), C(C1=CC=CC=C1)N (benzylamine), S(O)(O)(=O)=O (sulphuric acid), [H][H] (hydrogen). The reagents and catalysts are [Pt] (Pt/C). Run in C(C)(C)O (isopropanol), CO (methanol). Product: C(C1=CC=CC=C1)NC(COC=1C=CC2=C(C(NC(O2)(C)C)=O)C1)C (6-(2-benzylaminopropoxy)-2,3-dihydro-2,2-dimethyl-4H-1,3-benzoxazin-4-one). As a reaction SMILES: [CH3:1][C:2]1([CH3:18])[NH:7][C:6](=[O:8])[C:5]2[CH:9]=[C:10]([O:13][CH2:14][C:15](=O)[CH3:16])[CH:11]=[CH:12][C:4]=2[O:3]1.[CH2:19]([NH2:26])[C:20]1[CH:25]=[CH:24][CH:23]=[CH:22][CH:21]=1.S(=O)(=O)(O)O.[H][H]>CO.[Pt].C(O)(C)C>[CH2:19]([NH:26][CH:15]([CH3:16])[CH2:14][O:13][C:10]1[CH:11]=[CH:12][C:4]2[O:3][C:2]([CH3:18])([CH3:1])[NH:7][C:6](=[O:8])[C:5]=2[CH:9]=1)[C:20]1[CH:25]=[CH:24][CH:23]=[CH:22][CH:21]=1. Procedure details: A solution of 49.8 g of 2,3-dihydro-2,2-dimethyl-6-(2-oxopropoxy)-4H-1,3-benzoxazin-4-one and 21.4 g of benzylamine in 700 ml of methanol is hydrogenated with the addition of 0.5 g of concentrated sulphuric acid and 3 g of Pt/C-catalyst (5%) until the equivalent amount of hydrogen has been asborbed. Working up analogously to Example (1d) yields 6-(2-benzylaminopropoxy)-2,3-dihydro-2,2-dimethyl-4H-1,3-benzoxazin-4-one having a melting point of 127°-129° (from isopropanol). Starting materials: C=[N+]=[N-], C1CCOC1, Cc1cc2c(c3c1NC(=O)CC3)OC(CO)C2. The product is COCC1Cc2cc(C)c3c(c2O1)CCC(=O)N3. RXN SMILES: [N+:18](=[N-:19])=[CH2:20].[O:21]1[CH2:22][CH2:23][CH2:24][CH2:25]1.[OH:1][CH2:2][CH:3]1[CH2:4][c:5]2[c:6]([c:7]3[c:12]([c:13]([CH3:15])[cH:14]2)[NH:11][C:10](=[O:16])[CH2:9][CH2:8]3)[O:17]1>>[O:1]([CH2:2][CH:3]1[CH2:4][c:5]2[c:6]([c:7]3[c:12]([c:13]([CH3:15])[cH:14]2)[NH:11][C:10](=[O:16])[CH2:9][CH2:8]3)[O:17]1)[CH3:20]. Reactants: S (hydrogen sulfide), C(C)(C)(C)SCC1(CC2=CC=CC=C2C1)C(=O)NCC(=O)OCC1=CC=CC=C1 (N-[[2-[[(t-butyl)thio]methyl]-2,3-dihydro-1H-indene-2-yl]carbonyl]-glycine, benzyl ester), mercuric acetate, C1(=CC=CC=C1)OC (anisole). The solvent is FC(C(=O)O)(F)F (trifluoroacetic acid). Conditions: time 18 hour. Yields the product SCC1(CC2=CC=CC=C2C1)C(=O)NCC(=O)OCC1=CC=CC=C1 (N-[[2-(Mercaptomethyl)-2,3-dihydro-1H-indene-2-yl]carbonyl]-glycine, benzyl ester). The yield is 93.6%. As a reaction SMILES: C([S:5][CH2:6][C:7]1([C:16]([NH:18][CH2:19][C:20]([O:22][CH2:23][C:24]2[CH:29]=[CH:28][CH:27]=[CH:26][CH:25]=2)=[O:21])=[O:17])[CH2:15][C:14]2[C:9](=[CH:10][CH:11]=[CH:12][CH:13]=2)[CH2:8]1)(C)(C)C.C1(OC)C=CC=CC=1.S>FC(F)(F)C(O)=O>[SH:5][CH2:6][C:7]1([C:16]([NH:18][CH2:19][C:20]([O:22][CH2:23][C:24]2[CH:29]=[CH:28][CH:27]=[CH:26][CH:25]=2)=[O:21])=[O:17])[CH2:15][C:14]2[C:9](=[CH:10][CH:11]=[CH:12][CH:13]=2)[CH2:8]1. Procedure details: Dissolve N-[[2-[[(t-butyl)thio]methyl]-2,3-dihydro-1H-indene-2-yl]carbonyl]-glycine, benzyl ester (262 mg, 0.64 mmol) in trifluoroacetic acid (3 mL) and add excess anisole followed by mercuric acetate (203 mg, 0.64 mmol). Stir at room temperature for 18 hours then treat with gaseous hydrogen sulfide. Partition the mixture between methylene chloride/water (150 mL). Separate the organic phase and wash with dilute brine. Dry (MgSO4) and evaporate the solvent in vacuo to give a clear oil. Purify by ...